Dataset: the Open Reaction Database (ORD), a public repository of structured organic reaction records. Task: describe an organic reaction: reactants, conditions, products, and yield The reactants are C1(CC1)CCC(=O)O (3-cyclopropylpropanoic acid), C(=O)(O)[O-].[Na+] (NaHCO3), ClC(C(OC(C)(C)C)=N)(Cl)Cl (tert-butyl 2,2,2-trichloroacetimidate). The solvent is CCCCCC (hexane), C1CCOC1 (THF). Conditions: temperature 0 celsius, time 15 minute. Yields the product C1(CC1)CCC(=O)OC(C)(C)C (tert-Butyl 3-cyclopropylpropanoate). As a reaction SMILES: [CH:1]1([CH2:4][CH2:5][C:6]([OH:8])=[O:7])[CH2:3][CH2:2]1.ClC(Cl)(Cl)C(=N)O[C:13]([CH3:16])([CH3:15])[CH3:14].C([O-])(O)=O.[Na+]>CCCCCC.C1COCC1>[CH:1]1([CH2:4][CH2:5][C:6]([O:8][C:13]([CH3:16])([CH3:15])[CH3:14])=[O:7])[CH2:3][CH2:2]1 |f:2.3|. Procedure details: To a cool (0° C., precooled for at least 15 min), stirred solution of 3-cyclopropylpropanoic acid (5 g, 43.8 mmol) in hexane (30.0 mL) and THF (30 mL) under N2 was added tert-butyl 2,2,2-trichloroacetimidate (15.7 mL, 88 mmol) portion wise over 5 min. The reaction mixture was stirred for 15 min. Boron trifluoride ether complex (0.555 mL, 4.38 mmol) was added and the reaction mixture was allowed to warm to room temperature as the bath warmed overnight. To the clear reaction mixture was added NaHC... The reactants are C1N(CCC2=CC=CC=C12)S(=O)(=O)C=1C=C2CC(NC2=CC1)=O (5-(3,4-Dihydro-1H-isoquinoline-2-sulfonyl)-1,3-dihydro-indol-2-one), O=C1OCCC=2C1=CNC2C=O (4-oxo-2,4,6,7-tetrahydro-pyrano[3,4-c]pyrrole-1-carbaldehyde). Product: C1N(CCC2=CC=CC=C12)S(=O)(=O)C=1C=C2C(C(NC2=CC1)=O)=CC1=C2C(=CN1)C(OCC2)=O (1-[5-(3,4-Dihydro-1H-isoquinoline-2-sulfonyl)-2-oxo-1,2-dihydro-indol-3-ylidenemethyl]-6,7-dihydro-2H-pyrano[3,4-c]pyrrol-4-one). Reaction SMILES: [CH2:1]1[C:10]2[C:5](=[CH:6][CH:7]=[CH:8][CH:9]=2)[CH2:4][CH2:3][N:2]1[S:11]([C:14]1[CH:15]=[C:16]2[C:20](=[CH:21][CH:22]=1)[NH:19][C:18](=[O:23])[CH2:17]2)(=[O:13])=[O:12].[O:24]=[C:25]1[C:30]2=[CH:31][NH:32][C:33]([CH:34]=O)=[C:29]2[CH2:28][CH2:27][O:26]1>>[CH2:1]1[C:10]2[C:5](=[CH:6][CH:7]=[CH:8][CH:9]=2)[CH2:4][CH2:3][N:2]1[S:11]([C:14]1[CH:15]=[C:16]2[C:20](=[CH:21][CH:22]=1)[NH:19][C:18](=[O:23])[C:17]2=[CH:34][C:33]1[NH:32][CH:31]=[C:30]2[C:25](=[O:24])[O:26][CH2:27][CH2:28][C:29]=12)(=[O:13])=[O:12]. Procedure: 5-(3,4-Dihydro-1H-isoquinoline-2-sulfonyl)-1,3-dihydro-indol-2-one was condensed with 4-oxo-2,4,6,7-tetrahydro-pyrano[3,4-c]pyrrole-1-carbaldehyde to give the title compound. Reactants: O=C(O)CSc1cc2onc(-c3ccccc3F)c2cc1Br, CO, [O-][I+2]([O-])[O-], [O-][I+3]([O-])([O-])[O-], [Na+], [Na+], O. Product: O=C(O)CS(=O)c1cc2onc(-c3ccccc3F)c2cc1Br. RXN SMILES: [Br:1][c:2]1[c:3]([S:18][CH2:19][C:20](=[O:21])[OH:22])[cH:4][c:5]2[c:6]([c:7](-[c:10]3[c:11]([F:16])[cH:12][cH:13][cH:14][cH:15]3)[n:8][o:9]2)[cH:17]1.[CH3:35][OH:36].[I+2:29]([O-:30])([O-:31])[O-:32].[I+3:23]([O-:24])([O-:25])([O-:26])[O-:27].[Na+:28].[Na+:33].[OH2:34]>>[Br:1][c:2]1[c:3]([S:18]([CH2:19][C:20](=[O:21])[OH:22])=[O:24])[cH:4][c:5]2[c:6]([c:7](-[c:10]3[c:11]([F:16])[cH:12][cH:13][cH:14][cH:15]3)[n:8][o:9]2)[cH:17]1. Reactants: C(C)S (Ethanethiol), C(C)(=O)O (Acetic acid), C(C1=CC=CC=C1)O[C@@H](C(=O)O)[C@H]1OC(OC1=O)(C)C ((R)-2-(benzyloxy)-2-((R)-2,2-dimethyl-5-oxo-1,3-dioxolan-4-yl)acetic acid), C1CCC(CC1)N=C=NC2CCCCC2 (DCC). The reagents and catalysts are CN(C1=CC=NC=C1)C (N,N-dimethylpyridin-4-amine). The solvent is CCOCC (ether), C(Cl)Cl (CH2Cl2). Yields the product C(C1=CC=CC=C1)O[C@@H](C(SCC)=O)[C@H]1OC(OC1=O)(C)C ((R)—S-ethyl 2-(benzyloxy)-2-((R)-2,2-dimethyl-5-oxo-1,3-dioxolan-4-yl)ethanethioate). Isolated yield 15.4%. As a reaction SMILES: [CH2:1]([O:8][C@H:9]([C@@H:13]1[C:17](=[O:18])[O:16][C:15]([CH3:20])([CH3:19])[O:14]1)[C:10]([OH:12])=O)[C:2]1[CH:7]=[CH:6][CH:5]=[CH:4][CH:3]=1.[CH2:21]([SH:23])[CH3:22].C1CCC(N=C=NC2CCCCC2)CC1.C(O)(=O)C>C(Cl)Cl.CN(C)C1C=CN=CC=1.CCOCC>[CH2:1]([O:8][C@H:9]([C@@H:13]1[C:17](=[O:18])[O:16][C:15]([CH3:20])([CH3:19])[O:14]1)[C:10](=[O:12])[S:23][CH2:21][CH3:22])[C:2]1[CH:3]=[CH:4][CH:5]=[CH:6][CH:7]=1. Procedure details: Crude (R)-2-(benzyloxy)-2-((R)-2,2-dimethyl-5-oxo-1,3-dioxolan-4-yl)acetic acid (13 g, 46 mmol) was dissolved in CH2Cl2 (150 mL) and cooled in an ice bath. Ethanethiol (6.9 mL, 93 mmol) and N,N-dimethylpyridin-4-amine (0.11 g, 0.93 mmol) were added followed by DCC (11 g, 56 mmol). This mixture was stirred in ice bath and allowed to slowly warm to ambient temperature overnight. Acetic acid (15 mL) was added and the reaction was stirred for 10 minutes. The reaction mixture was poured into vigorous... The reactants are C1CCOC1, COc1cc(-c2nc(CC(=O)O)c[nH]2)ccc1[N+](=O)[O-], O. The product is COc1cc(-c2nc(CCO)c[nH]2)ccc1[N+](=O)[O-]. RXN SMILES: [CH2:22]1[O:23][CH2:24][CH2:25][CH2:26]1.[CH3:1][O:2][c:3]1[cH:4][c:5](-[c:12]2[nH:13][cH:14][c:15]([CH2:17][C:18](=[O:19])[OH:20])[n:16]2)[cH:6][cH:7][c:8]1[N+:9](=[O:10])[O-:11].[OH2:21]>>[CH3:1][O:2][c:3]1[cH:4][c:5](-[c:12]2[nH:13][cH:14][c:15]([CH2:17][CH2:18][OH:19])[n:16]2)[cH:6][cH:7][c:8]1[N+:9](=[O:10])[O-:11]. Starting materials: BrC1=CC=C(C=C1)[C@H](C)N1C(C[C@](CC1)(C1=CC=CC=C1)CCO)=O ((R)-1-((S)-1-(4-bromophenyl)ethyl)-4-(2-hydroxyethyl)-4-phenyl piperidin-2-one), FC1=CC=C(C=C1)B(O)O (4-fluorophenylboronic acid), C(=O)([O-])[O-].[Cs+].[Cs+] (Cs2CO3). The reagents and catalysts are Cl[Pd]([P](C1=CC=CC=C1)(C2=CC=CC=C2)C3=CC=CC=C3)([P](C4=CC=CC=C4)(C5=CC=CC=C5)C6=CC=CC=C6)Cl (Pd(Ph3P)2Cl2). The solvent is O1CCOCC1 (1,4-dioxane). Product: FC1=CC=C(C=C1)C1=CC=C(C=C1)[C@H](C)N1C(C[C@](CC1)(C1=CC=CC=C1)CCO)=O ((R)-1-((S)-1-(4′-fluorobiphenyl-4-yl)ethyl)-4-(2-hydroxyethyl)-4-phenylpiperidin-2-one). Isolated yield 10.0%. Reaction SMILES: Br[C:2]1[CH:7]=[CH:6][C:5]([C@@H:8]([N:10]2[CH2:15][CH2:14][C@:13]([CH2:22][CH2:23][OH:24])([C:16]3[CH:21]=[CH:20][CH:19]=[CH:18][CH:17]=3)[CH2:12][C:11]2=[O:25])[CH3:9])=[CH:4][CH:3]=1.[F:26][C:27]1[CH:32]=[CH:31][C:30](B(O)O)=[CH:29][CH:28]=1.C([O-])([O-])=O.[Cs+].[Cs+]>O1CCOCC1.Cl[Pd](Cl)([P](C1C=CC=CC=1)(C1C=CC=CC=1)C1C=CC=CC=1)[P](C1C=CC=CC=1)(C1C=CC=CC=1)C1C=CC=CC=1>[F:26][C:27]1[CH:32]=[CH:31][C:30]([C:2]2[CH:7]=[CH:6][C:5]([C@@H:8]([N:10]3[CH2:15][CH2:14][C@:13]([CH2:22][CH2:23][OH:24])([C:16]4[CH:17]=[CH:18][CH:19]=[CH:20][CH:21]=4)[CH2:12][C:11]3=[O:25])[CH3:9])=[CH:4][CH:3]=2)=[CH:29][CH:28]=1 |f:2.3.4,^1:50,69|. Procedure: A mixture of (R)-1-((S)-1-(4-bromophenyl)ethyl)-4-(2-hydroxyethyl)-4-phenyl piperidin-2-one (30 mg, 0.072 mmol), 4-fluorophenylboronic acid (15 mg, 0.11 mmol), Pd(Ph3P)2Cl2 (5 mg), and aqueous Cs2CO3 (0.1 mL, 2M) in 1,4-dioxane (2 mL) was stirred and heated at reflux for 2 h. The organic phase was separated, and concentrated to give the crude product, which was purified by preparative TLC to give (R)-1-((S)-1-(4′-fluorobiphenyl-4-yl)ethyl)-4-(2-hydroxyethyl)-4-phenylpiperidin-2-one (3.0 mg, 10%)... The reactants are OCC1=CC=C(COC(=C)C2=CC=C(C=C2)CO)C=C1 (α-[4-(Hydroxymethyl)benzyloxy][4-(hydroxymethyl)styrene]), OCC1=CC=C(COC(=C)C2=CC(=CC=C2)CO)C=C1 (α-[4-(Hydroxymethyl)benzyloxy][3-(hydroxymethyl)styrene]). The product is C(C1=CC=CC=C1)OC(=C)C1=CC=C(C=C1)OC (α-Benzyloxy(4-methoxystyrene)). As a reaction SMILES: OC[C:3]1[CH:20]=[CH:19][C:6]([CH2:7][O:8][C:9]([C:11]2[CH:16]=[CH:15][C:14](CO)=[CH:13][CH:12]=2)=[CH2:10])=[CH:5][CH:4]=1.[OH:21][CH2:22]C1C=CC(COC(C2C=CC=C(CO)C=2)=C)=CC=1>>[CH2:7]([O:8][C:9]([C:11]1[CH:12]=[CH:13][C:14]([O:21][CH3:22])=[CH:15][CH:16]=1)=[CH2:10])[C:6]1[CH:5]=[CH:4][CH:3]=[CH:20][CH:19]=1. Procedure details: α-[4-(Hydroxymethyl)benzyloxy][4-(hydroxymethyl)styrene] and α-[4-(Hydroxymethyl)benzyloxy][3-(hydroxymethyl)styrene] Reactants: C1=CC=CC=2CN(CC3=C(C21)C=CC=C3)C#N (5,7-dihydro-6H-dibenz[c,e]azepine-6-carbonitrile), CC(CC)O (2-butanol). Product: C1=CC=CC=2CN(CC3=C(C21)C=CC=C3)C(OC(C)CC)=N (2-butyl 5,7-dihydro-6H-dibenz[c,e]azepine-6-carboximidate). RXN SMILES: [CH:1]1[C:11]2[C:10]3[CH:12]=[CH:13][CH:14]=[CH:15][C:9]=3[CH2:8][N:7]([C:16]#[N:17])[CH2:6][C:5]=2[CH:4]=[CH:3][CH:2]=1.[CH3:18][CH:19]([OH:22])[CH2:20][CH3:21]>>[CH:1]1[C:11]2[C:10]3[CH:12]=[CH:13][CH:14]=[CH:15][C:9]=3[CH2:8][N:7]([C:16](=[NH:17])[O:22][CH:19]([CH2:20][CH3:21])[CH3:18])[CH2:6][C:5]=2[CH:4]=[CH:3][CH:2]=1. Procedure details: starting from 5,7-dihydro-6H-dibenz[c,e]azepine-6-carbonitrile and 2-butanol there is obtained 2-butyl 5,7-dihydro-6H-dibenz[c,e]azepine-6-carboximidate as a resinous product, 1H-NMR(CDCl3): 1.02 (t, CH2CH3), 1.35 (d, CH--CH3), 1.4-2.0 (m, 2H), 4.23 (s, 4H), 4.83 (m, 1H), 7.3-7.7 (8H); Reactants: O, O=[N+]([O-])O, Cc1cc(O)cc(=O)[nH]1. The product is Cc1cc(O)c([N+](=O)[O-])c(=O)[nH]1. As a reaction SMILES: [OH2:14].[OH:1][N+:2]([O-:3])=[O:4].[OH:5][c:6]1[cH:7][c:8](=[O:13])[nH:9][c:10]([CH3:12])[cH:11]1>>[O-:1][N+:2](=[O:4])[c:7]1[c:6]([OH:5])[cH:11][c:10]([CH3:12])[nH:9][c:8]1=[O:13].